This data is from the Open Reaction Database (ORD), a public repository of structured organic reaction records. The task is: describe an organic reaction: reactants, conditions, products, and yield The reactants are C([O-])([O-])=O.[K+].[K+] (Potassium carbonate), ClC1=C(C=CC=C1)N1C(=C(C=2C(N(CCC21)N2CCCCC2)=O)C)C2=CC=C(C=C2)O (1-(2-chlorophenyl)-2-(4-hydroxyphenyl)-3-methyl-5-piperidin-1-yl-1,5,6,7-tetrahydropyrrolo[3,2-c]pyridine-4-one), ICCCC(F)(F)F (1-iodo-4,4,4-trifluorobutane), C(=O)([O-])[O-].[K+].[K+] (K2CO3), ICCCC(F)(F)F (1-iodo-4,4,4-trifluorobutane), O (water). Solvent: CN(C)C=O (DMF). Reaction conditions: temperature 80 celsius, time 1 hour. Product: ClC1=C(C=CC=C1)N1C(=C(C=2C(N(CCC21)N2CCCCC2)=O)C)C2=CC=C(C=C2)OCCCC(F)(F)F (1-(2-Chlorophenyl)-3-methyl-5-piperidin-1-yl-2-[4-(4,4,4-trifluorobutoxy)phenyl]-1,5,6,7-tetrahydropyrrolo[3,2-c]pyridine-4-one). Yield: 40.0%. As a reaction SMILES: C(=O)([O-])[O-].[K+].[K+].[Cl:7][C:8]1[CH:13]=[CH:12][CH:11]=[CH:10][C:9]=1[N:14]1[C:22]2[CH2:21][CH2:20][N:19]([N:23]3[CH2:28][CH2:27][CH2:26][CH2:25][CH2:24]3)[C:18](=[O:29])[C:17]=2[C:16]([CH3:30])=[C:15]1[C:31]1[CH:36]=[CH:35][C:34]([OH:37])=[CH:33][CH:32]=1.I[CH2:39][CH2:40][CH2:41][C:42]([F:45])([F:44])[F:43].O>CN(C=O)C>[Cl:7][C:8]1[CH:13]=[CH:12][CH:11]=[CH:10][C:9]=1[N:14]1[C:22]2[CH2:21][CH2:20][N:19]([N:23]3[CH2:24][CH2:25][CH2:26][CH2:27][CH2:28]3)[C:18](=[O:29])[C:17]=2[C:16]([CH3:30])=[C:15]1[C:31]1[CH:32]=[CH:33][C:34]([O:37][CH2:39][CH2:40][CH2:41][C:42]([F:45])([F:44])[F:43])=[CH:35][CH:36]=1 |f:0.1.2|. Procedure: Potassium carbonate (0.19 g, 1.38 mmol) was added to a solution of 1-(2-chlorophenyl)-2-(4-hydroxyphenyl)-3-methyl-5-piperidin-1-yl-1,5,6,7-tetrahydropyrrolo[3,2-c]pyridine-4-one, from Ex. 1, Step 8 (0.50 g, 1.15 mmol) in DMF (30 ml) followed by 1-iodo-4,4,4-trifluorobutane (328 mg, 1.38 mmol). The reaction mixture was heated at 80° C. overnight. TLC showed very little conversion to starting material; 656 mg (2 eqv.) 1-iodo-4,4,4-trifluorobutane and 380 mg (2 eqv.) K2CO3 were added and heating c... The solvent is C1(=CC=CC=C1)C (toluene), C1(=CC=CC=C1)C (toluene). Conditions: time 1 hour. Procedure details: 100 ml of a 1.5 M solution of diisobutylaluminum hydride in toluene are added slowly at -78° C. under argon to a suspension of 15.6 g (50 mmol) of the compound from Example VI in 700 ml of toluene, which leads to a clear solution. After 1 h, 40 ml of 1.5 M diisobutylaluminum hydride solution are added at the same temperature and the mixture is stirred for a further hour. It is warmed to 0°-5° C. using a water bath and stirred at this temperature for 1 h. 150 ml of water and 100 ml of ethyl aceta... The product is FC1=CC=C(C=C1)C1=C2C(=NC(=C1CO)C(C)C)NC=C2 (4-(4-Fluorophenyl)-5-hydroxymethyl-6 -isopropyl-1H-pyrrolo(2,3-b)pyridine). Starting materials: solution, [H-].C(C(C)C)[Al+]CC(C)C (diisobutylaluminum hydride), FC1=CC=C(C=C1)C1=C2C(=NC(=C1C(=O)OC)C(C)C)NC=C2 (4-(4-Fluorophenyl)-6-isopropyl-5-methoxycarbonyl-1H-pyrrolo(2,3-b)pyridine), O (water), C(C)(=O)OCC (ethyl acetate), [H-].C(C(C)C)[Al+]CC(C)C (diisobutylaluminum hydride). Reaction SMILES: [H-].C([Al+]CC(C)C)C(C)C.[F:11][C:12]1[CH:17]=[CH:16][C:15]([C:18]2[C:23]([C:24](OC)=[O:25])=[C:22]([CH:28]([CH3:30])[CH3:29])[N:21]=[C:20]3[NH:31][CH:32]=[CH:33][C:19]=23)=[CH:14][CH:13]=1.O.C(OCC)(=O)C>C1(C)C=CC=CC=1>[F:11][C:12]1[CH:17]=[CH:16][C:15]([C:18]2[C:23]([CH2:24][OH:25])=[C:22]([CH:28]([CH3:30])[CH3:29])[N:21]=[C:20]3[NH:31][CH:32]=[CH:33][C:19]=23)=[CH:14][CH:13]=1 |f:0.1|.